This data is from the Open Reaction Database (ORD), a public repository of structured organic reaction records. The task is: describe an organic reaction: reactants, conditions, products, and yield The reactants are Cc1cc(C)c(CNC(=O)c2cc(Br)cc3c2c(C)cn3C2CCCC2)c(=O)[nH]1, CC1(C)OB(c2ccc(N3CCNCC3)nc2)OC1(C)C, COCCOC, [Na+], [Na+], O=C([O-])[O-], O. Yields the product Cc1cc(C)c(CNC(=O)c2cc(-c3ccc(N4CCNCC4)nc3)cc3c2c(C)cn3C2CCCC2)c(=O)[nH]1. As a reaction SMILES: [Br:1][c:2]1[cH:3][c:4]([C:17](=[O:18])[NH:19][CH2:20][c:21]2[c:22](=[O:29])[nH:23][c:24]([CH3:28])[cH:25][c:26]2[CH3:27])[c:5]2[c:6]([CH3:16])[cH:7][n:8]([CH:11]3[CH2:12][CH2:13][CH2:14][CH2:15]3)[c:9]2[cH:10]1.[CH3:30][C:31]1([CH3:32])[C:33]([CH3:34])([CH3:35])[O:36][B:37]([c:38]2[cH:39][cH:40][c:41]([N:44]3[CH2:45][CH2:46][NH:47][CH2:48][CH2:49]3)[n:42][cH:43]2)[O:50]1.[CH3:51][O:52][CH2:53][CH2:54][O:55][CH3:56].[Na+:57].[Na+:58].[O-:59][C:60](=[O:61])[O-:62].[OH2:63]>>[c:2]1(-[c:38]2[cH:39][cH:40][c:41]([N:44]3[CH2:45][CH2:46][NH:47][CH2:48][CH2:49]3)[n:42][cH:43]2)[cH:3][c:4]([C:17](=[O:18])[NH:19][CH2:20][c:21]2[c:22](=[O:29])[nH:23][c:24]([CH3:28])[cH:25][c:26]2[CH3:27])[c:5]2[c:6]([CH3:16])[cH:7][n:8]([CH:11]3[CH2:12][CH2:13][CH2:14][CH2:15]3)[c:9]2[cH:10]1.